The task is: describe an organic reaction: reactants, conditions, products, and yield. This data is from the Open Reaction Database (ORD), a public repository of structured organic reaction records. Starting materials: C1CCNCC1, CC(C)(C)[O-], Cc1ccccc1, COc1ccc(Cl)cc1, [Na+]. Product: COc1ccc(N2CCCCC2)cc1. Reaction SMILES: [CH2:10]1[CH2:11][CH2:12][NH:13][CH2:14][CH2:15]1.[CH3:16][C:17]([CH3:18])([O-:19])[CH3:20].[CH3:22][c:23]1[cH:24][cH:25][cH:26][cH:27][cH:28]1.[Cl:1][c:2]1[cH:3][cH:4][c:5]([O:8][CH3:9])[cH:6][cH:7]1.[Na+:21]>>[c:2]1([N:13]2[CH2:12][CH2:11][CH2:10][CH2:15][CH2:14]2)[cH:3][cH:4][c:5]([O:8][CH3:9])[cH:6][cH:7]1. Reactants: Br, [Cu]Br, O=N[O-], Cc1ccc(N)cc1O, [Na+], O. Product: Cc1ccc(Br)cc1O. RXN SMILES: [BrH:14].[Cu:16][Br:17].[N:10]([O-:11])=[O:12].[NH2:1][c:2]1[cH:3][cH:4][c:5]([CH3:9])[c:6]([OH:8])[cH:7]1.[Na+:13].[OH2:15]>>[c:2]1([Br:14])[cH:3][cH:4][c:5]([CH3:9])[c:6]([OH:8])[cH:7]1. Starting materials: C(#N)[C@@H]1CC=C(CC1)C (4(5)-cyano-1-methylcyclohexene), Raney nickel iron, [H][H] (hydrogen). Solvent: liquid, N (ammonia). The product is NC[C@@H]1CC=C(CC1)C (4(5)-aminomethyl-1-methylcyclohexene). Yield: 88.0%. Reaction SMILES: [C:1]([C@H:3]1[CH2:8][CH2:7][C:6]([CH3:9])=[CH:5][CH2:4]1)#[N:2].[H][H]>N>[NH2:2][CH2:1][C@H:3]1[CH2:8][CH2:7][C:6]([CH3:9])=[CH:5][CH2:4]1. Procedure: 605 g of 4(5)-cyano-1-methylcyclohexene were dissolved in 500 ml of liquid ammonia in a stirrer autoclave and hydrogenated at 90° C. and at a hydrogen pressure of 100 bar over 40 g of Raney nickel iron. After evaporating the ammonia, the mixture was filtered from the catalyst and distilled under vacuum. 550 g (88%) of 4(5)-aminomethyl-1-methylcyclohexene, b.p.10 78° to 80° C. were obtained. The ratio by weight of the 4- and 5-isomers was about 80:20.